This data is from the Open Reaction Database (ORD), a public repository of structured organic reaction records. The task is: describe an organic reaction: reactants, conditions, products, and yield Reactants: c1ccc2c3c([nH]c2c1)CCNC3, C=Cc1ccc2ccccc2n1, C=Cc1ccccn1. The product is c1ccc2nc(CCN3CCc4[nH]c5ccccc5c4C3)ccc2c1. Reaction SMILES: [CH2:1]1[NH:2][CH2:3][CH2:4][c:5]2[nH:6][c:7]3[cH:8][cH:9][cH:10][cH:11][c:12]3[c:13]21.[CH:14](=[CH2:15])[c:16]1[n:17][c:18]2[cH:19][cH:20][cH:21][cH:22][c:23]2[cH:24][cH:25]1.[CH:26]([c:27]1[cH:28][cH:29][cH:30][cH:31][n:32]1)=[CH2:33]>>[CH2:1]1[N:2]([CH2:15][CH2:14][c:16]2[n:17][c:18]3[cH:19][cH:20][cH:21][cH:22][c:23]3[cH:24][cH:25]2)[CH2:3][CH2:4][c:5]2[nH:6][c:7]3[cH:8][cH:9][cH:10][cH:11][c:12]3[c:13]21. Reactants: CCCCCCCNC(=O)N(C)c1cccc(Br)n1, CCOC(Cc1ccc(B2OC(C)(C)C(C)(C)O2)cc1)C(=O)OC, COC(O)(CO)OC, [Cs+], [F-], O. Yields the product CCCCCCCNC(=O)N(C)c1cccc(-c2ccc(CC(OCC)C(=O)OC)cc2)n1. Reaction SMILES: [Br:1][c:2]1[cH:3][cH:4][cH:5][c:6]([N:8]([C:9](=[O:10])[NH:11][CH2:12][CH2:13][CH2:14][CH2:15][CH2:16][CH2:17][CH3:18])[CH3:19])[n:7]1.[CH2:20]([CH3:21])[O:22][CH:23]([C:24](=[O:25])[O:26][CH3:27])[CH2:28][c:29]1[cH:30][cH:31][c:32]([B:35]2[O:36][C:37]([CH3:38])([CH3:39])[C:40]([CH3:41])([CH3:42])[O:43]2)[cH:33][cH:34]1.[CH3:47][O:48][C:49]([OH:50])([O:51][CH3:52])[CH2:53][OH:54].[Cs+:45].[F-:44].[OH2:46]>>[c:2]1(-[c:32]2[cH:31][cH:30][c:29]([CH2:28][CH:23]([O:22][CH2:20][CH3:21])[C:24](=[O:25])[O:26][CH3:27])[cH:34][cH:33]2)[cH:3][cH:4][cH:5][c:6]([N:8]([C:9](=[O:10])[NH:11][CH2:12][CH2:13][CH2:14][CH2:15][CH2:16][CH2:17][CH3:18])[CH3:19])[n:7]1.